From a dataset of the Open Reaction Database (ORD), a public repository of structured organic reaction records. describe an organic reaction: reactants, conditions, products, and yield As a reaction SMILES: [CH2:1]([CH3:2])[S:3][c:4]1[n:5][n:6][c:7](-[c:19]2[cH:20][cH:21][cH:22][cH:23][cH:24]2)[n:8]1[CH2:9][c:10]1[cH:11][cH:12][c:13]([N+:16]([O-:17])=[O:18])[cH:14][cH:15]1.[CH3:26][CH2:27][O:28][C:29](=[O:30])[CH3:31].[Cl-:25]>>[CH2:1]([CH3:2])[S:3][c:4]1[n:5][n:6][c:7](-[c:19]2[cH:20][cH:21][cH:22][cH:23][cH:24]2)[n:8]1[CH2:9][c:10]1[cH:11][cH:12][c:13]([NH2:16])[cH:14][cH:15]1. The reactants are CCSc1nnc(-c2ccccc2)n1Cc1ccc([N+](=O)[O-])cc1, CCOC(C)=O, [Cl-]. Product: CCSc1nnc(-c2ccccc2)n1Cc1ccc(N)cc1. The reactants are Cl (HCl), ClC=1C=NC=C(C1C1=NOC(=C1COC1=CC=C(C=C1)C=1C=C2C=CC(=NC2=CC1)C(=O)OC)C(C)C)Cl (methyl 6-[4-({[3-(3,5-dichloro-4-pyridinyl)-5-(1-methylethyl)-4-isoxazolyl]methyl}oxy)phenyl]-2-quinolinecarboxylate), [OH-].[Na+] (sodium hydroxide), CO (Methanol). Run in C1CCOC1 (THF). Conditions: temperature 100 celsius. The product is ClC=1C=NC=C(C1C1=NOC(=C1COC1=CC=C(C=C1)C=1C=C2C=CC(=NC2=CC1)C(=O)O)C(C)C)Cl (6-[4-({[3-(3,5-dichloro-4-pyridinyl)-5-(1-methylethyl)-4-isoxazolyl]methyl}oxy)phenyl]-2-quinolinecarboxylic acid). As a reaction SMILES: [Cl:1][C:2]1[CH:3]=[N:4][CH:5]=[C:6]([Cl:38])[C:7]=1[C:8]1[C:12]([CH2:13][O:14][C:15]2[CH:20]=[CH:19][C:18]([C:21]3[CH:22]=[C:23]4[C:28](=[CH:29][CH:30]=3)[N:27]=[C:26]([C:31]([O:33]C)=[O:32])[CH:25]=[CH:24]4)=[CH:17][CH:16]=2)=[C:11]([CH:35]([CH3:37])[CH3:36])[O:10][N:9]=1.CO.[OH-].[Na+].Cl>C1COCC1>[Cl:1][C:2]1[CH:3]=[N:4][CH:5]=[C:6]([Cl:38])[C:7]=1[C:8]1[C:12]([CH2:13][O:14][C:15]2[CH:20]=[CH:19][C:18]([C:21]3[CH:22]=[C:23]4[C:28](=[CH:29][CH:30]=3)[N:27]=[C:26]([C:31]([OH:33])=[O:32])[CH:25]=[CH:24]4)=[CH:17][CH:16]=2)=[C:11]([CH:35]([CH3:36])[CH3:37])[O:10][N:9]=1 |f:2.3|. Reported procedure: A solution of methyl 6-[4-({[3-(3,5-dichloro-4-pyridinyl)-5-(1-methylethyl)-4-isoxazolyl]methyl}oxy)phenyl]-2-quinolinecarboxylate (98 mg, 0.18 mmol) in THF (1.8 mL) was placed in a microwave reaction tube. Methanol (0.9 mL) was added followed by 1.0 N sodium hydroxide (0.27 mL, 0.27 mmol) before the tube was sealed and heated at 100° C. for 600 seconds. The solution was neutralized with 1 N HCl. The resulting mixture was partitioned between brine and ethyl acetate. The organic layer was separat...